This data is from the Open Reaction Database (ORD), a public repository of structured organic reaction records. The task is: describe an organic reaction: reactants, conditions, products, and yield Starting materials: C([O-])([O-])=O.[K+].[K+] (potassium carbonate), ClC1=CC=C(CCl)C=C1 (4-chlorobenzyl chloride), OC=1C=C(C=O)C=CC1OCC1=CC=C(C=C1)OC (3-Hydroxy-4-(4-methoxy-benzyloxy)-benzaldehyde). The reagents and catalysts are [I-].C(CCC)[N+](CCCC)(CCCC)CCCC (tetrabutylammonium iodide). The solvent is CC(=O)C (acetone). Product: ClC1=CC=C(COC=2C=C(C=O)C=CC2OCC2=CC=C(C=C2)OC)C=C1 (3-(4-Chloro-benzyloxy)-4-(4-methoxy-benzyloxy)-benzaldehyde). The yield is 73.6%. RXN SMILES: [Cl:1][C:2]1[CH:9]=[CH:8][C:5]([CH2:6]Cl)=[CH:4][CH:3]=1.[OH:10][C:11]1[CH:12]=[C:13]([CH:16]=[CH:17][C:18]=1[O:19][CH2:20][C:21]1[CH:26]=[CH:25][C:24]([O:27][CH3:28])=[CH:23][CH:22]=1)[CH:14]=[O:15].C(=O)([O-])[O-].[K+].[K+]>[I-].C([N+](CCCC)(CCCC)CCCC)CCC.CC(C)=O>[Cl:1][C:2]1[CH:9]=[CH:8][C:5]([CH2:6][O:10][C:11]2[CH:12]=[C:13]([CH:16]=[CH:17][C:18]=2[O:19][CH2:20][C:21]2[CH:26]=[CH:25][C:24]([O:27][CH3:28])=[CH:23][CH:22]=2)[CH:14]=[O:15])=[CH:4][CH:3]=1 |f:2.3.4,5.6|. Procedure details: A solution of 4-chlorobenzyl chloride (67.9 g), 3-hydroxy-4-(4-methoxy-benzyloxy)-benzaldehyde (40) (99 g) and tetrabutylammonium iodide (14.1 g) was heated at reflux in acetone (0.4 L) over solid potassium carbonate (39.1 g) for 3 hours. Excess acetone was removed by rotary evaporation under reduced pressure and the resulting residue partitioned between ethyl acetate and dilute hydrochloric acid (0.5 N). The organic layer was washed with water and brine and then dried over magnesium sulphate. E... Starting materials: O=S1(N(CCCC1)C1=C2CCN(C2=CC(=C1)C(=O)OC)C(=O)OC(C)(C)C)=O (1-(1,1-Dimethylethyl) 6-methyl 4-(1,1-dioxidotetrahydro-2H-1,2-thiazin-2-yl)-2,3-dihydro-1H-indole-1,6-dicarboxylate), CCOCC (Et2O), Cl (HCl). Conditions: time 1 hour. The product is Cl.O=S1(N(CCCC1)C1=C2CCNC2=CC(=C1)C(=O)OC)=O (methyl 4-(1,1-dioxidotetrahydro-2H-1,2-thiazin-2-yl)-2,3-dihydro-1H-indole-6-carboxylate hydrochloride salt). Isolated yield 100.0%. As a reaction SMILES: [O:1]=[S:2]1(=[O:28])[CH2:7][CH2:6][CH2:5][CH2:4][N:3]1[C:8]1[CH:16]=[C:15]([C:17]([O:19][CH3:20])=[O:18])[CH:14]=[C:13]2[C:9]=1[CH2:10][CH2:11][N:12]2C(OC(C)(C)C)=O.CCOCC.[ClH:34]>>[ClH:34].[O:28]=[S:2]1(=[O:1])[CH2:7][CH2:6][CH2:5][CH2:4][N:3]1[C:8]1[CH:16]=[C:15]([C:17]([O:19][CH3:20])=[O:18])[CH:14]=[C:13]2[C:9]=1[CH2:10][CH2:11][NH:12]2 |f:3.4|. Reported procedure: 1-(1,1-Dimethylethyl) 6-methyl 4-(1,1-dioxidotetrahydro-2H-1,2-thiazin-2-yl)-2,3-dihydro-1H-indole-1,6-dicarboxylate (D233) (500 mg, 1.2 mmol, 1 equiv) was dissolved in a 4N HCl solution in Et2O (10 ml, 40 mmol, excess) and the resulting solution was stirred at room temperature for 1 h then concentrated in vacuo. Trituration of the residue with Et2O gave methyl 4-(1,1-dioxidotetrahydro-2H-1,2-thiazin-2-yl)-2,3-dihydro-1H-indole-6-carboxylate hydrochloride salt (D234) (430 mg, 100%) as a white so... Reactants: [BH4-], CO, [Cl-], Cl[Ce](Cl)Cl, O=CC=Cc1ccccc1[N+](=O)[O-], [NH4+], [Na+]. Yields the product O=[N+]([O-])c1ccccc1C=CCO. Reaction SMILES: [BH4-:1].[CH3:22][OH:23].[Cl-:20].[Cl:16][Ce:17]([Cl:18])[Cl:19].[N+:3](=[O:4])([O-:5])[c:6]1[c:7]([CH:8]=[CH:9][CH:10]=[O:11])[cH:12][cH:13][cH:14][cH:15]1.[NH4+:21].[Na+:2]>>[N+:3](=[O:4])([O-:5])[c:6]1[c:7]([CH:8]=[CH:9][CH2:10][OH:11])[cH:12][cH:13][cH:14][cH:15]1. Starting materials: ClC1=NC2=CC=C(C=C2C(=N1)C1=CC(=CC=C1)Cl)C(=O)C1=CC=C(C=C1)OC ([2-chloro-4-(3-chlorophenyl)-6-quinazolinyl](4-methoxyphenyl)-methanone), [Li]CCCC (nBuLi), CN1C=NC=C1 (1-methyl-1H-imidazole), Cl[Si](CC)(CC)CC (Chlorotriethyl-silane). The solvent is C1CCOC1 (THF), O (water), CCOC(=O)C (EtOAc), C1CCOC1 (THF). Conditions: time 15 minute. Product: ClC1=NC2=CC=C(C=C2C(=N1)C1=CC(=CC=C1)Cl)C(O)(C1=CN=CN1C)C1=CC=C(C=C1)OC (2-chloro-4-(3 -chlorophenyl)-α-(4-methoxyphenyl)-α-(1-methyl-1H-imidazol-5-yl)-6-quinazolinemethanol). The yield is 58.9%. As a reaction SMILES: [Li]CCCC.[CH3:6][N:7]1[CH:11]=[CH:10][N:9]=[CH:8]1.Cl[Si](CC)(CC)CC.[Cl:20][C:21]1[N:30]=[C:29]([C:31]2[CH:36]=[CH:35][CH:34]=[C:33]([Cl:37])[CH:32]=2)[C:28]2[C:23](=[CH:24][CH:25]=[C:26]([C:38]([C:40]3[CH:45]=[CH:44][C:43]([O:46][CH3:47])=[CH:42][CH:41]=3)=[O:39])[CH:27]=2)[N:22]=1>C1COCC1.CCOC(C)=O.O>[Cl:20][C:21]1[N:30]=[C:29]([C:31]2[CH:36]=[CH:35][CH:34]=[C:33]([Cl:37])[CH:32]=2)[C:28]2[C:23](=[CH:24][CH:25]=[C:26]([C:38]([C:40]3[CH:41]=[CH:42][C:43]([O:46][CH3:47])=[CH:44][CH:45]=3)([C:11]3[N:7]([CH3:6])[CH:8]=[N:9][CH:10]=3)[OH:39])[CH:27]=2)[N:22]=1. Procedure: nBuLi (0.0665 mol) was added dropwise at −70° C. to a solution of 1-methyl-1H-imidazole (0.0665 mol) in THF (60 ml) under N2 flow. The mixture was stirred for 15 minutes. Chlorotriethyl-silane (0.0684 mol) was added dropwise. The mixture was stirred for 15 minutes. nBuli (0.059 mol) was added dropwise. The mixture was stirred for 15 minutes. A solution of intermediate 14 (0.038 mol) in THF (150 ml) was added at −70° C. The mixture was stirred at −70° C. for 1 hour and poured out into water. EtOA... Reactants: S1C(=CC=C1)CC(=O)NC1[C@@H]2N(C(=C(CS2)COC(N)=O)C(=O)O)C1=O (7-(2-(2-Thienyl)acetamido)-3-carbamoyloxymethyl-3-cephem-4-carboxylic acid), [N+](=[N-])=C (diazomethane). Solvent: C(C)O (ethanol). The product is S1C(=CC=C1)CC(=O)NC1[C@@H]2N(C(=C(CS2)COC(N)=O)C(=O)OC)C1=O (7-(2-(2-thienyl)acetamido)-3-carbamoyloxymethyl-3-cephem-4-carboxylic acid, methyl ester). Reaction SMILES: [S:1]1[CH:5]=[CH:4][CH:3]=[C:2]1[CH2:6][C:7]([NH:9][CH:10]1[C:25](=[O:26])[N:12]2[C:13]([C:22]([OH:24])=[O:23])=[C:14]([CH2:17][O:18][C:19](=[O:21])[NH2:20])[CH2:15][S:16][C@H:11]12)=[O:8].[N+](=[CH2:29])=[N-]>C(O)C>[S:1]1[CH:5]=[CH:4][CH:3]=[C:2]1[CH2:6][C:7]([NH:9][CH:10]1[C:25](=[O:26])[N:12]2[C:13]([C:22]([O:24][CH3:29])=[O:23])=[C:14]([CH2:17][O:18][C:19](=[O:21])[NH2:20])[CH2:15][S:16][C@H:11]12)=[O:8]. Reported procedure: 7-(2-(2-Thienyl)acetamido)-3-carbamoyloxymethyl-3-cephem-4-carboxylic acid (50 milligrams) in ethanol was reacted with excess diazomethane. After five minutes the excess diazomethane was evaporated and the desired methyl ester crystallized with ethanol, then with chloroform, and with acetone. Nine milligrams of the desired 7-(2-(2-thienyl)acetamido)-3-carbamoyloxymethyl-3-cephem-4-carboxylic acid, methyl ester were obtained, m.p., 212°-214° C. Reactants: C(C)(C)C1=C(C(=CC(=C1)C(C)C)C(C)C)S(=O)(=O)NN=C(C(CN(C)C)C)C1=CC=CC=C1 (β-Dimethylamino-α-methylpropiophenone 2,4,6-triisopropylbenzenesulphonylhydrazone), O (water), C(C)(C)C1=C(C(=CC(=C1)C(C)C)C(C)C)S(=O)(=O)NN (2,4,6-triisopropylbenzenesulphonylhydrazine), Cl.CC(C(=O)C1=CC=CC=C1)CN(C)C (α-methyl-β-dimethylaminopropiophenone hydrochloride). The solvent is C(Cl)Cl (methylene chloride), C(C)(=O)O (acetic acid). Reaction conditions: time 24 hour. Yields the product Cl.C(C)(C)C1=C(C(=CC(=C1)C(C)C)C(C)C)S(=O)(=O)NN=C(C(CN(C)C)C)C1=CC=CC=C1 (β-dimethylamino-α-methylpropiophenone 2,4,6-triisopropylbenzenesulphonylhydrazone hydrochloride). RXN SMILES: [CH:1]([C:4]1[CH:9]=[C:8]([CH:10]([CH3:12])[CH3:11])[CH:7]=[C:6]([CH:13]([CH3:15])[CH3:14])[C:5]=1[S:16]([NH:19][N:20]=[C:21]([C:28]1[CH:33]=[CH:32][CH:31]=[CH:30][CH:29]=1)[CH:22]([CH3:27])[CH2:23][N:24]([CH3:26])[CH3:25])(=[O:18])=[O:17])([CH3:3])[CH3:2].C(C1C=C(C(C)C)C=C(C(C)C)C=1S(NN)(=O)=O)(C)C.[ClH:54].CC(CN(C)C)C(C1C=CC=CC=1)=O.O>C(Cl)Cl.C(O)(=O)C>[ClH:54].[CH:1]([C:4]1[CH:9]=[C:8]([CH:10]([CH3:11])[CH3:12])[CH:7]=[C:6]([CH:13]([CH3:14])[CH3:15])[C:5]=1[S:16]([NH:19][N:20]=[C:21]([C:28]1[CH:29]=[CH:30][CH:31]=[CH:32][CH:33]=1)[CH:22]([CH3:27])[CH2:23][N:24]([CH3:25])[CH3:26])(=[O:18])=[O:17])([CH3:2])[CH3:3] |f:2.3,7.8|. Procedure: β-Dimethylamino-α-methylpropiophenone 2,4,6-triisopropylbenzenesulphonylhydrazone can be prepared as follows: 2,4,6-triisopropylbenzenesulphonylhydrazine (23.8 g) is added to α-methyl-β-dimethylaminopropiophenone hydrochloride (16.3 g) dissolved in methylene chloride (150 cc) and acetic acid (5 cc). The solution is stirred at ambient temperature for 24 hours and is then poured into water (50 cc). The aqueous phase is extracted with methylene chloride (2×50 cc) and then the organic phases are com... Reactants: O=C([O-])[O-], CN1CCCC1=O, [Cs+], [Cs+], CN1CCC(c2cccnc2F)CC1=O, Oc1ccc(Nc2nc3ccccc3s2)cc1. The product is CN1CCC(c2cccnc2Oc2ccc(Nc3nc4ccccc4s3)cc2)CC1=O. As a reaction SMILES: [C:33](=[O:34])([O-:35])[O-:36].[CH3:39][N:40]1[CH2:41][CH2:42][CH2:43][C:44]1=[O:45].[Cs+:37].[Cs+:38].[F:1][c:2]1[n:3][cH:4][cH:5][cH:6][c:7]1[CH:8]1[CH2:9][C:10](=[O:15])[N:11]([CH3:14])[CH2:12][CH2:13]1.[s:16]1[c:17]([NH:25][c:26]2[cH:27][cH:28][c:29]([OH:32])[cH:30][cH:31]2)[n:18][c:19]2[c:20]1[cH:21][cH:22][cH:23][cH:24]2>>[c:2]1([O:32][c:29]2[cH:28][cH:27][c:26]([NH:25][c:17]3[s:16][c:20]4[c:19]([n:18]3)[cH:24][cH:23][cH:22][cH:21]4)[cH:31][cH:30]2)[n:3][cH:4][cH:5][cH:6][c:7]1[CH:8]1[CH2:9][C:10](=[O:15])[N:11]([CH3:14])[CH2:12][CH2:13]1.